From a dataset of the Open Reaction Database (ORD), a public repository of structured organic reaction records. describe an organic reaction: reactants, conditions, products, and yield Reactants: ClCCl, CS(=O)(=O)O, COc1ccc(CSc2nc(N)cc(C(F)(F)F)n2)cc1. Product: CS(=O)(=O)O, Nc1cc(C(F)(F)F)nc(S)n1. Reaction SMILES: [CH2:27]([Cl:28])[Cl:29].[CH3:22][S:23](=[O:24])(=[O:25])[OH:26].[NH2:1][c:2]1[n:3][c:4]([S:12][CH2:13][c:14]2[cH:15][cH:16][c:17]([O:18][CH3:19])[cH:20][cH:21]2)[n:5][c:6]([C:8]([F:9])([F:10])[F:11])[cH:7]1>>[CH3:22][S:23](=[O:24])(=[O:25])[OH:26].[NH2:1][c:2]1[n:3][c:4]([SH:12])[n:5][c:6]([C:8]([F:9])([F:10])[F:11])[cH:7]1.